From a dataset of the Open Reaction Database (ORD), a public repository of structured organic reaction records. describe an organic reaction: reactants, conditions, products, and yield Starting materials: O=C(O)c1ccc(C(=O)c2ccccc2)s1, [K+], NN, [OH-], OCCO. Product: O=C(O)c1ccc(Cc2ccccc2)s1. RXN SMILES: [C:1]([c:2]1[cH:3][cH:4][cH:5][cH:6][cH:7]1)(=[O:8])[c:9]1[cH:10][cH:11][c:12]([C:14](=[O:15])[OH:16])[s:13]1.[K+:18].[NH2:19][NH2:20].[OH-:17].[OH:21][CH2:22][CH2:23][OH:24]>>[CH2:1]([c:2]1[cH:3][cH:4][cH:5][cH:6][cH:7]1)[c:9]1[cH:10][cH:11][c:12]([C:14](=[O:15])[OH:16])[s:13]1. Starting materials: COc1cc2c(NC(=S)NC(C)c3ccccc3)ncnc2cc1OCC1CCN(C)CC1, N. Yields the product COc1cc2c(NC(=N)NC(C)c3ccccc3)ncnc2cc1OCC1CCN(C)CC1. As a reaction SMILES: [CH3:1][O:2][c:3]1[cH:4][c:5]2[c:6]([NH:22][C:23](=[S:24])[NH:25][CH:26]([c:27]3[cH:28][cH:29][cH:30][cH:31][cH:32]3)[CH3:33])[n:7][cH:8][n:9][c:10]2[cH:11][c:12]1[O:13][CH2:14][CH:15]1[CH2:16][CH2:17][N:18]([CH3:21])[CH2:19][CH2:20]1.[NH3:34]>>[CH3:1][O:2][c:3]1[cH:4][c:5]2[c:6]([NH:22][C:23]([NH:25][CH:26]([c:27]3[cH:28][cH:29][cH:30][cH:31][cH:32]3)[CH3:33])=[NH:34])[n:7][cH:8][n:9][c:10]2[cH:11][c:12]1[O:13][CH2:14][CH:15]1[CH2:16][CH2:17][N:18]([CH3:21])[CH2:19][CH2:20]1. The product is COC1=CC=C2C(=CC(=NC2=C1)C1=CC=CC=C1)OC1CN2C(NCCCCC=CC3CC3(NC(C2C1)=O)C(=O)O)=O (17-(7-Methoxy-2-phenyl-quinolin-4-yloxy)-2,14-dioxo-3,13,15-triaza-tricyclo[13.3.0.0*4,6*]octadec-7-ene-4-carboxylic acid). Reported procedure: Compound 139 (55 mg, mol) was dissolved in 2 ml of methanol and mixed with 3 eq. of aqueous NaOH and heated for 2 h at 60° C. in a closed vial. The reaction mixture was then extracted into ethyl acetate. The water solution was collected and acidified with 1N HCl solution to pH 2. The resulting solution was concentrated by rotary evaporation, dissolved in methanol and purified by preparative HPLC (acetonitrile-water) to give 34 mg of the title product. Yield 65%. MS (M+H+) 571. Solvent: CO (methanol). Reactants: C(C)OC(=O)C12NC(C3CC(CN3C(NCCCCC=CC2C1)=O)OC1=CC(=NC2=CC(=CC=C12)OC)C1=CC=CC=C1)=O (17-(7-Methoxy-2-phenyl-quinolin-4-yloxy)-2,14-dioxo-3,13,15triaza-tricyclo[13.3.0.0*4,6*]octadec-7-ene-4-carboxylic acid ethyl ester), [OH-].[Na+] (NaOH). Yield: 64.9%. Reaction conditions: temperature 60 celsius. RXN SMILES: C([O:3][C:4]([C:6]12[CH2:23][CH:22]1[CH:21]=[CH:20][CH2:19][CH2:18][CH2:17][CH2:16][NH:15][C:14](=[O:24])[N:13]1[CH:9]([CH2:10][CH:11]([O:25][C:26]3[C:35]4[C:30](=[CH:31][C:32]([O:36][CH3:37])=[CH:33][CH:34]=4)[N:29]=[C:28]([C:38]4[CH:43]=[CH:42][CH:41]=[CH:40][CH:39]=4)[CH:27]=3)[CH2:12]1)[C:8](=[O:44])[NH:7]2)=[O:5])C.[OH-].[Na+]>CO>[CH3:37][O:36][C:32]1[CH:31]=[C:30]2[C:35]([C:26]([O:25][CH:11]3[CH2:10][CH:9]4[N:13]([C:14](=[O:24])[NH:15][CH2:16][CH2:17][CH2:18][CH2:19][CH:20]=[CH:21][CH:22]5[C:6]([C:4]([OH:5])=[O:3])([NH:7][C:8]4=[O:44])[CH2:23]5)[CH2:12]3)=[CH:27][C:28]([C:38]3[CH:39]=[CH:40][CH:41]=[CH:42][CH:43]=3)=[N:29]2)=[CH:34][CH:33]=1 |f:1.2|. Reactants: [Al+3], C1CCOC1, Cn1ncc2cc(C(c3ccccc3)C(C)(C)C#N)ccc21, CCOCC, O=C(O)CC(F)(F)F, [H-], [H-], [H-], [H-], [Li+]. Yields the product Cn1ncc2cc(C(c3ccccc3)C(C)(C)CNC(=O)CC(F)(F)F)ccc21. RXN SMILES: [Al+3:24].[CH2:42]1[O:43][CH2:44][CH2:45][CH2:46]1.[CH3:1][C:2]([C:3]#[N:4])([CH:5]([c:6]1[cH:7][cH:8][cH:9][cH:10][cH:11]1)[c:12]1[cH:13][c:14]2[cH:15][n:16][n:17]([CH3:21])[c:18]2[cH:19][cH:20]1)[CH3:22].[CH3:29][CH2:30][O:31][CH2:32][CH3:33].[F:34][C:35]([CH2:36][C:37](=[O:38])[OH:39])([F:40])[F:41].[H-:23].[H-:26].[H-:27].[H-:28].[Li+:25]>>[CH3:1][C:2]([CH2:3][NH:4][C:37]([CH2:36][C:35]([F:34])([F:40])[F:41])=[O:38])([CH:5]([c:6]1[cH:7][cH:8][cH:9][cH:10][cH:11]1)[c:12]1[cH:13][c:14]2[cH:15][n:16][n:17]([CH3:21])[c:18]2[cH:19][cH:20]1)[CH3:22]. Starting materials: resultant mixture, CC1=NC=NC=C1 (4-methylpyrimidine), ClC=1C=C(C(=O)OCC)C=CC1 (ethyl 3-chlorobenzoate), C[Si](C)(C)[N-][Si](C)(C)C.[Li+] (lithium bis(trimethylsilyl)amide). Solvent: O1CCCC1 (tetrahydrofuran). Reaction conditions: time 16 hour. The product is ClC=1C=C(C=CC1)C(=CC1=NC=NC=C1)O (1-(3-chlorophenyl)-2-(4-pyrimidinyl)ethenol). The yield is 96.1%. As a reaction SMILES: [CH3:1][C:2]1[CH:7]=[CH:6][N:5]=[CH:4][N:3]=1.[Cl:8][C:9]1[CH:10]=[C:11]([CH:17]=[CH:18][CH:19]=1)[C:12](OCC)=[O:13].C[Si]([N-][Si](C)(C)C)(C)C.[Li+]>O1CCCC1>[Cl:8][C:9]1[CH:10]=[C:11]([C:12]([OH:13])=[CH:1][C:2]2[CH:7]=[CH:6][N:5]=[CH:4][N:3]=2)[CH:17]=[CH:18][CH:19]=1 |f:2.3|. Reported procedure: To a cold (0° C.) solution of 4-methylpyrimidine (4.56 mL 50.1 mmol) and ethyl 3-chlorobenzoate (7.90 mL 50.1 mmol) in tetrahydrofuran (50 mL) was added lithium bis(trimethylsilyl)amide (100 mL, 1.0M in tetrahydrofuran, 100 mmol) dropwise over 30 minutes. The resultant mixture was warmed to room temperature and stirred 16 hours. The reaction mixture was concentrated in vacuo. The resultant oil was diluted with methanol. Upon standing, a solid precipitated, which was collected on a filter to prov... Starting materials: CC([C@@H](C(=O)O)NCC1=CC=C(C=C1)C1=C(C=CC=C1)C1=NN=NN1)C ((S)-3-methyl-2-((2′-(1H-tetrazol-5-yl)-biphenyl-4-ylmethyl)-amino)-butyric acid), [ 1 ], C([O-])([O-])=O.[Na+].[Na+] (sodium carbonate), C(CCCC)(=O)Cl (valeroyl-chloride), N1=CC=CC=C1 (pyridine), Cl (HCl). Run in COCCOC (1,2-dimethoxyethan), COCCOC (1,2-dimethoxyethane), C(C)OC(C)=O (Ethylacetate). Reaction conditions: temperature -5 celsius, time 1 hour. Yields the product CC([C@@H](C(=O)O)N(CC1=CC=C(C=C1)C1=C(C=CC=C1)C1=NN=NN1)C(CCCC)=O)C ((S)-3-Methyl-2-{pentanoyl-[2′-(1H-tetrazol-5-yl)-biphenyl-4-ylmethyl]-amino}-butyric acid). RXN SMILES: [CH3:1][CH:2]([CH3:26])[C@H:3]([NH:7][CH2:8][C:9]1[CH:14]=[CH:13][C:12]([C:15]2[CH:20]=[CH:19][CH:18]=[CH:17][C:16]=2[C:21]2[NH:25][N:24]=[N:23][N:22]=2)=[CH:11][CH:10]=1)[C:4]([OH:6])=[O:5].[C:27](Cl)(=[O:32])[CH2:28][CH2:29][CH2:30][CH3:31].N1C=CC=CC=1.C(=O)([O-])[O-].[Na+].[Na+].Cl>COCCOC.C(OC(=O)C)C>[CH3:1][CH:2]([CH3:26])[C@H:3]([N:7]([C:27](=[O:32])[CH2:28][CH2:29][CH2:30][CH3:31])[CH2:8][C:9]1[CH:10]=[CH:11][C:12]([C:15]2[CH:20]=[CH:19][CH:18]=[CH:17][C:16]=2[C:21]2[NH:22][N:23]=[N:24][N:25]=2)=[CH:13][CH:14]=1)[C:4]([OH:6])=[O:5] |f:3.4.5|. Procedure details: A suspension of (S)-3-methyl-2-((2′-(1H-tetrazol-5-yl)-biphenyl-4-ylmethyl)-amino)-butyric acid (17.6 g; 50.0 mmol) in 1,2-dimethoxyethan (116 g) is cooled to −5° C., and valeroyl-chloride (9.9 ml; 80 mmol) is added, followed by slow addition of pyridine (6.0 ml; 75 mmol) diluted with 1,2-dimethoxyethane (60 ml). [1] After completion of the reaction, the reaction mixture is quenched with methanol (18 ml). Finally water (50 ml) is added at room temperature, and after stirring for 1 h, the mixture... The reactants are Nc1ccc(S(=O)(=O)c2ccc(Br)cc2)cc1Cl, O=C(Cl)C(=O)Cl, ClCCl, CN(C)C=O, O, CC(O)(C(=O)O)C(F)(F)F. As a reaction SMILES: [Br:22][c:23]1[cH:24][cH:25][c:26]([S:29](=[O:30])(=[O:31])[c:32]2[cH:33][c:34]([Cl:39])[c:35]([NH2:36])[cH:37][cH:38]2)[cH:27][cH:28]1.[Cl:1][C:2]([C:3]([Cl:4])=[O:5])=[O:6].[Cl:40][CH2:41][Cl:42].[O:17]=[CH:18][N:19]([CH3:20])[CH3:21].[OH2:43].[OH:7][C:8]([C:9](=[O:10])[OH:11])([C:12]([F:13])([F:14])[F:15])[CH3:16]>>[OH:7][C:8]([C:9](=[O:10])[NH:36][c:35]1[c:34]([Cl:39])[cH:33][c:32]([S:29]([c:26]2[cH:25][cH:24][c:23]([Br:22])[cH:28][cH:27]2)(=[O:30])=[O:31])[cH:38][cH:37]1)([C:12]([F:13])([F:14])[F:15])[CH3:16]. Yields the product CC(O)(C(=O)Nc1ccc(S(=O)(=O)c2ccc(Br)cc2)cc1Cl)C(F)(F)F.